Dataset: the Open Reaction Database (ORD), a public repository of structured organic reaction records. Task: describe an organic reaction: reactants, conditions, products, and yield Reactants: C1C(CCCCCCCCC)O1 (1-undecene oxide), CC(CN)N (1-methyl-1,2-ethanediamine). The product is C(C(C)NCC(CCCCCCCCC)O)NCC(CCCCCCCCC)O (N,N'-(1,2-propylene)-bis[2-hydroxyundecylamine]). As a reaction SMILES: [CH2:1]1[O:12][CH:2]1[CH2:3][CH2:4][CH2:5][CH2:6][CH2:7][CH2:8][CH2:9][CH2:10][CH3:11].[CH3:13][CH:14]([NH2:17])[CH2:15][NH2:16]>>[CH2:15]([NH:16][CH2:1][CH:2]([OH:12])[CH2:3][CH2:4][CH2:5][CH2:6][CH2:7][CH2:8][CH2:9][CH2:10][CH3:11])[CH:14]([NH:17][CH2:1][CH:2]([OH:12])[CH2:3][CH2:4][CH2:5][CH2:6][CH2:7][CH2:8][CH2:9][CH2:10][CH3:11])[CH3:13]. Procedure details: Condensation of 1-undecene oxide and 1-methyl-1,2-ethanediamine affords N,N'-(1,2-propylene)-bis[2-hydroxyundecylamine] (I: R = CH3 (CH2)8, R' = H, X = CH(CH3)CH2, Z = H). Reactants: N(=O)OC(C)(C)C (t-butyl nitrite), CC=1C(=C(C(=CC1[N+](=O)[O-])C)N)[N+](=O)[O-] (3,6-dimethyl-2.4-dinitro-phenylamine). The solvent is CN(C=O)C (dimethyl formamide), CN(C=O)C (DMF). Reaction conditions: temperature 65 celsius. Product: CC1=C(C=C(C=C1[N+](=O)[O-])C)[N+](=O)[O-] (2,5-dimethyl-1,3-dinitro-benzene). Isolated yield 83.4%. RXN SMILES: N(OC(C)(C)C)=O.[CH3:8][C:9]1[C:10]([N+:20]([O-:22])=[O:21])=[C:11](N)[C:12]([CH3:18])=[CH:13][C:14]=1[N+:15]([O-:17])=[O:16]>CN(C)C=O>[CH3:8][C:9]1[C:10]([N+:20]([O-:22])=[O:21])=[CH:11][C:12]([CH3:18])=[CH:13][C:14]=1[N+:15]([O-:17])=[O:16]. Procedure: To a solution of t-butyl nitrite (t-BuONO) (7.32 g) in dimethyl formamide (DMF) (50 mL, from Mallinckrodt) at 65° C. was added dropwise a solution of 3,6-dimethyl-2.4-dinitro-phenylamine (10 g, from above) in DMF (50 mL) during 5-10 min. The mixture was heated at 65° C. for 15 min and the solvent was removed under reduced pressure. The residue was partitioned between dichloromethane (300 mL) and half-saturated sodium chloride solution. The dichloromethane solution was washed with additional half... Yields the product CC1(C)CCC(N(C(=O)C(C)(C)C=O)C2CCN(C(=O)OC(C)(C)C)C2)CC1. As a reaction SMILES: [C:1](=[O:2])([O:3][C:4]([CH3:5])([CH3:6])[CH3:7])[N:8]1[CH2:9][CH:10]([N:13]([C:14]([C:15]([CH2:16][OH:17])([CH3:18])[CH3:19])=[O:20])[CH:21]2[CH2:22][CH2:23][C:24]([CH3:27])([CH3:28])[CH2:25][CH2:26]2)[CH2:11][CH2:12]1.[Cl:29][CH2:30][Cl:31]>>[C:1](=[O:2])([O:3][C:4]([CH3:5])([CH3:6])[CH3:7])[N:8]1[CH2:9][CH:10]([N:13]([C:14]([C:15]([CH:16]=[O:17])([CH3:18])[CH3:19])=[O:20])[CH:21]2[CH2:22][CH2:23][C:24]([CH3:27])([CH3:28])[CH2:25][CH2:26]2)[CH2:11][CH2:12]1. The reactants are CC1(C)CCC(N(C(=O)C(C)(C)CO)C2CCN(C(=O)OC(C)(C)C)C2)CC1, ClCCl.